This data is from the Open Reaction Database (ORD), a public repository of structured organic reaction records. The task is: describe an organic reaction: reactants, conditions, products, and yield Starting materials: C(C1=CC=CC=C1)N1CCC(CC1)C(=O)C1OCC2=CC=CC=C12 ((1-benzylpiperidin-4-yl)-(1,3-dihydroisobenzofuran-1-yl)methanone), ClCCCl (1,2-dichloroethane). The solvent is ClC(=O)OC(C)Cl (1-chloroethyl chloroformate). Reaction conditions: time 1 hour. Product: Cl.C1(OCC2=CC=CC=C12)C(=O)C1CCNCC1 ((1,3-dihydroisobenzofuran-1-yl)-(piperidin-4-yl)methanone hydrochloride). As a reaction SMILES: C([N:8]1[CH2:13][CH2:12][CH:11]([C:14]([CH:16]2[C:24]3[C:19](=[CH:20][CH:21]=[CH:22][CH:23]=3)[CH2:18][O:17]2)=[O:15])[CH2:10][CH2:9]1)C1C=CC=CC=1.[Cl:25]CCCl>ClC(OC(Cl)C)=O>[ClH:25].[CH:16]1([C:14]([CH:11]2[CH2:12][CH2:13][NH:8][CH2:9][CH2:10]2)=[O:15])[C:24]2[C:19](=[CH:20][CH:21]=[CH:22][CH:23]=2)[CH2:18][O:17]1 |f:3.4|. Reported procedure: After dissolving 517 mg of (1-benzylpiperidin-4-yl)-(1,3-dihydroisobenzofuran-1-yl)methanone in 5 ml of 1,2-dichloroethane, 0.49 ml of 1-chloroethyl chloroformate was added and the mixture was heated to reflux for 1 hour. The reaction solution was distilled off under reduced pressure, 5 ml of methanol was added to the residue and heating to reflux was continued for 1 hour. The reaction solution was distilled off under reduced pressure, saturated aqueous sodium bicarbonate solution was added and ... The reactants are C1(=CC=CC=C1)OC(NC=1C(=NC(=C(C1)CC)C)OC)=O (Phenyl-N-(5-ethyl-2-methoxy-6-methylpyridin-3-yl)carbamate), COC=1C=C(C=CC1OC)N1CCNCC1 (1-(3,4-dimethoxyphenyl)piperazine). Product: C(C)C=1C=C(C(=NC1C)OC)NC(=O)N1CCN(CC1)C1=CC(=C(C=C1)OC)OC (1-[(5-ethyl-2-methoxy-6-methylpyridin-3-yl)aminocarbonyl]-4-(3,4-dimethoxyphenyl)piperazine). The yield is 69.0%. Reaction SMILES: C1(O[C:8](=[O:21])[NH:9][C:10]2[C:11]([O:19][CH3:20])=[N:12][C:13]([CH3:18])=[C:14]([CH2:16][CH3:17])[CH:15]=2)C=CC=CC=1.[CH3:22][O:23][C:24]1[CH:25]=[C:26]([N:32]2[CH2:37][CH2:36][NH:35][CH2:34][CH2:33]2)[CH:27]=[CH:28][C:29]=1[O:30][CH3:31]>>[CH2:16]([C:14]1[CH:15]=[C:10]([NH:9][C:8]([N:35]2[CH2:34][CH2:33][N:32]([C:26]3[CH:27]=[CH:28][C:29]([O:30][CH3:31])=[C:24]([O:23][CH3:22])[CH:25]=3)[CH2:37][CH2:36]2)=[O:21])[C:11]([O:19][CH3:20])=[N:12][C:13]=1[CH3:18])[CH3:17]. Reported procedure: Phenyl-N-(5-ethyl-2-methoxy-6-methylpyridin-3-yl)carbamate and 1-(3,4-dimethoxyphenyl)piperazine were reacted by the same way with the example 1 to obtain the titled compound. Reactants: O=C([O-])[O-], CN1CCCC1=O, CCOC(C)=O, [Cs+], [Cs+], Fc1ncccc1I, O=C(c1ccc(O)cc1)c1nc2ccccc2[nH]1. Product: O=C(c1ccc(Oc2ncccc2I)cc1)c1nc2ccccc2[nH]1. As a reaction SMILES: [C:27](=[O:28])([O-:29])[O-:30].[CH3:33][N:34]1[CH2:35][CH2:36][CH2:37][C:38]1=[O:39].[CH3:40][CH2:41][O:42][C:43]([CH3:44])=[O:45].[Cs+:31].[Cs+:32].[F:1][c:2]1[n:3][cH:4][cH:5][cH:6][c:7]1[I:8].[nH:9]1[c:10]([C:18](=[O:19])[c:20]2[cH:21][cH:22][c:23]([OH:26])[cH:24][cH:25]2)[n:11][c:12]2[c:13]1[cH:14][cH:15][cH:16][cH:17]2>>[c:2]1([O:26][c:23]2[cH:22][cH:21][c:20]([C:18]([c:10]3[nH:9][c:13]4[c:12]([n:11]3)[cH:17][cH:16][cH:15][cH:14]4)=[O:19])[cH:25][cH:24]2)[n:3][cH:4][cH:5][cH:6][c:7]1[I:8]. Yields the product C#CCNC(=NCCSCc1ccc(CN(C)CC)o1)NC#N. Reactants: CSC(=NC#N)SC, C#CCN, CCN(C)Cc1ccc(CSCCN)o1, CC(C)O. Reaction SMILES: [C:1](#[N:2])[N:3]=[C:4]([S:5][CH3:6])[S:7][CH3:8].[CH2:24]([C:25]#[CH:26])[NH2:27].[CH2:9]([CH3:10])[N:11]([CH3:12])[CH2:13][c:14]1[cH:15][cH:16][c:17]([CH2:19][S:20][CH2:21][CH2:22][NH2:23])[o:18]1.[CH:28]([OH:29])([CH3:30])[CH3:31]>>[C:1](#[N:2])[NH:3][C:4](=[N:23][CH2:22][CH2:21][S:20][CH2:19][c:17]1[cH:16][cH:15][c:14]([CH2:13][N:11]([CH2:9][CH3:10])[CH3:12])[o:18]1)[NH:27][CH2:24][C:25]#[CH:26]. The reactants are ClC=1C=C(C=2N(N1)C=CN2)NC2=NC(=CC=C2)N2C(CCC2)C (6-chloro-N-(6-(2-methylpyrrolidin-1-yl)pyridin-2-yl)imidazo[1,2-b]pyridazin-8-amine), CC1(OB(OC1(C)C)C=1C=C2C=NNC2=CC1)C (5-(4,4,5,5-tetramethyl-1,3,2-dioxaborolan-2-yl)-1H-indazole), CC(C)C1=CC(=C(C(=C1)C(C)C)C2=C(C=CC=C2)P(C3CCCCC3)C4CCCCC4)C(C)C (X-phos), C(=O)([O-])[O-].[Na+].[Na+] (Na2CO3). Reagents/catalysts: C=1C=CC(=CC1)/C=C/C(=O)/C=C/C2=CC=CC=C2.C=1C=CC(=CC1)/C=C/C(=O)/C=C/C2=CC=CC=C2.C=1C=CC(=CC1)/C=C/C(=O)/C=C/C2=CC=CC=C2.[Pd].[Pd] (Pd2(dba)3). Yields the product N1N=CC2=CC(=CC=C12)C=1C=C(C=2N(N1)C=CN2)NC2=NC(=CC=C2)N2C(CCC2)C (6-(1H-indazol-5-yl)-N-(6-(2-methylpyrrolidin-1-yl)pyridin-2-yl)imidazo[1,2-b]pyridazin-8-amine). Reported procedure: A mixture of 6-chloro-N-(6-(2-methylpyrrolidin-1-yl)pyridin-2-yl)imidazo[1,2-b]pyridazin-8-amine (0.1 g, 0.304 mmol), 5-(4,4,5,5-tetramethyl-1,3,2-dioxaborolan-2-yl)-1H-indazole (0.082 g, 0.33 mmol), Pd2(dba)3 (0.035 g, 0.061 mmol), X-phos (0.058 g, 0.122 mmol) and Na2CO3 (0.097 g, 0.912 mmol) in dioxane (20 mL) and water (10 mL) was heated to 100° C. for 16 h in a sealed tube under N2 atmosphere then concentrated in vacuo. The residue was purified by chromatography (silica gel, 10 g, 200˜300 me... RXN SMILES: Cl[C:2]1[CH:3]=[C:4]([NH:11][C:12]2[CH:17]=[CH:16][CH:15]=[C:14]([N:18]3[CH2:22][CH2:21][CH2:20][CH:19]3[CH3:23])[N:13]=2)[C:5]2[N:6]([CH:8]=[CH:9][N:10]=2)[N:7]=1.CC1(C)C(C)(C)OB([C:32]2[CH:33]=[C:34]3[C:38](=[CH:39][CH:40]=2)[NH:37][N:36]=[CH:35]3)O1.CC(C1C=C(C(C)C)C(C2C=CC=CC=2P(C2CCCCC2)C2CCCCC2)=C(C(C)C)C=1)C.C([O-])([O-])=O.[Na+].[Na+]>O1CCOCC1.O.C1C=CC(/C=C/C(/C=C/C2C=CC=CC=2)=O)=CC=1.C1C=CC(/C=C/C(/C=C/C2C=CC=CC=2)=O)=CC=1.C1C=CC(/C=C/C(/C=C/C2C=CC=CC=2)=O)=CC=1.[Pd].[Pd]>[NH:37]1[C:38]2[C:34](=[CH:33][C:32]([C:2]3[CH:3]=[C:4]([NH:11][C:12]4[CH:17]=[CH:16][CH:15]=[C:14]([N:18]5[CH2:22][CH2:21][CH2:20][CH:19]5[CH3:23])[N:13]=4)[C:5]4[N:6]([CH:8]=[CH:9][N:10]=4)[N:7]=3)=[CH:40][CH:39]=2)[CH:35]=[N:36]1 |f:3.4.5,8.9.10.11.12|. The solvent is O1CCOCC1 (dioxane), O (water). Conditions: temperature 100 celsius. The yield is 38.5%.